From a dataset of the Open Reaction Database (ORD), a public repository of structured organic reaction records. describe an organic reaction: reactants, conditions, products, and yield The reactants are CC(=O)O, CCOC(C)=O, Cl, O, Cc1c(C(O)C2CCc3cc4ccccc4n3C2=O)ncn1C(c1ccccc1)(c1ccccc1)c1ccccc1. Product: Cl, Cc1[nH]cnc1C(O)C1CCc2cc3ccccc3n2C1=O. RXN SMILES: [C:44]([OH:45])(=[O:46])[CH3:47].[CH3:48][CH2:49][O:50][C:51](=[O:52])[CH3:53].[ClH:42].[OH2:43].[OH:1][CH:2]([CH:3]1[CH2:4][CH2:5][c:6]2[n:7]([c:8]3[cH:9][cH:10][cH:11][cH:12][c:13]3[cH:14]2)[C:15]1=[O:16])[c:17]1[n:18][cH:19][n:20]([C:23]([c:24]2[cH:25][cH:26][cH:27][cH:28][cH:29]2)([c:30]2[cH:31][cH:32][cH:33][cH:34][cH:35]2)[c:36]2[cH:37][cH:38][cH:39][cH:40][cH:41]2)[c:21]1[CH3:22]>>[ClH:42].[OH:1][CH:2]([CH:3]1[CH2:4][CH2:5][c:6]2[n:7]([c:8]3[cH:9][cH:10][cH:11][cH:12][c:13]3[cH:14]2)[C:15]1=[O:16])[c:17]1[n:18][cH:19][nH:20][c:21]1[CH3:22]. Reactants: C(CC)N (n-propylamine), CC1=C(OC(C2=CC(=CC=C12)C(F)(F)F)=O)C(=O)O (4-methyl-1-oxo-7-(trifluoromethyl)-1H-isochromene-3-carboxylic acid), Cl (hydrochloric acid), ice water. The solvent is CCO (EtOH), CCO (EtOH), S(O)(O)(=O)=O (sulfuric acid), O (water), O (water), CCO (EtOH). Reaction conditions: time 2 hour. Product: CC1=C(N(C(C2=CC(=CC=C12)C(F)(F)F)=O)CCC)C(=O)O (4-methyl-1-oxo-2-propyl-7-(trifluoromethyl)-1,2-dihydroisoquinoline-3-carboxylic acid). Isolated yield 88.4%. Reaction SMILES: [CH3:1][C:2]1[C:11]2[C:6](=[CH:7][C:8]([C:12]([F:15])([F:14])[F:13])=[CH:9][CH:10]=2)[C:5](=[O:16])O[C:3]=1[C:17]([OH:19])=[O:18].[CH2:20]([NH2:23])[CH2:21][CH3:22].Cl>CCO.O.S(=O)(=O)(O)O>[CH3:1][C:2]1[C:11]2[C:6](=[CH:7][C:8]([C:12]([F:15])([F:14])[F:13])=[CH:9][CH:10]=2)[C:5](=[O:16])[N:23]([CH2:20][CH2:21][CH3:22])[C:3]=1[C:17]([OH:19])=[O:18]. Procedure: A solution of 350 mg (1.3 mmol) 4-methyl-1-oxo-7-(trifluoromethyl)-1H-isochromene-3-carboxylic acid in EtOH (15 ml) was cooled to 0° C. and treated dropwise with a solution of 1.1 ml (12.9 mmol) n-propylamine in EtOH (2 ml) at this temperature. The RS was then stirred at RT for 2 h followed by concentration in vacuo. The residue obtained was diluted with water and acidified with 2M hydrochloric acid to pH˜2 while cooling (ice-water-bath). Afterwards the RS was extracted with a MeOH/EtOAc mixture... The reactants are COc1ccc2c(c1)CCNC(=O)C2, CCOC(C)=O, CN(C)C(=O)N(C)C, ClCCCI, [H-], [Na+]. Product: COc1ccc2c(c1)CCN(CCCCl)C(=O)C2. Reaction SMILES: [CH3:1][O:2][c:3]1[cH:4][c:5]2[c:6]([cH:13][cH:14]1)[CH2:7][C:8](=[O:12])[NH:9][CH2:10][CH2:11]2.[CH3:22][CH2:23][O:24][C:25](=[O:26])[CH3:27].[CH3:28][N:29]([CH3:30])[C:31](=[O:32])[N:33]([CH3:34])[CH3:35].[Cl:17][CH2:18][CH2:19][CH2:20][I:21].[H-:15].[Na+:16]>>[CH3:1][O:2][c:3]1[cH:4][c:5]2[c:6]([cH:13][cH:14]1)[CH2:7][C:8](=[O:12])[N:9]([CH2:20][CH2:19][CH2:18][Cl:17])[CH2:10][CH2:11]2. The reactants are Clc1ccc(CCBr)cc1, COC(=O)C=Cc1ccc2c(c1)C(=O)CC1(CCN(C(=O)OC(C)(C)C)CC1)O2. Product: COC(=O)C=Cc1ccc2c(c1)C(=O)CC1(CCN(CCc3ccc(Cl)cc3)CC1)O2. Reaction SMILES: [Br:30][CH2:31][CH2:32][c:33]1[cH:34][cH:35][c:36]([Cl:39])[cH:37][cH:38]1.[CH3:1][O:2][C:3]([CH:4]=[CH:5][c:6]1[cH:7][c:8]2[c:13]([cH:14][cH:15]1)[O:12][C:11]1([CH2:10][C:9]2=[O:28])[CH2:16][CH2:17][N:18]([C:21]([O:22][C:23]([CH3:24])([CH3:25])[CH3:26])=[O:27])[CH2:19][CH2:20]1)=[O:29]>>[CH3:1][O:2][C:3]([CH:4]=[CH:5][c:6]1[cH:7][c:8]2[c:13]([cH:14][cH:15]1)[O:12][C:11]1([CH2:10][C:9]2=[O:28])[CH2:16][CH2:17][N:18]([CH2:21][CH2:32][c:33]2[cH:34][cH:35][c:36]([Cl:39])[cH:37][cH:38]2)[CH2:19][CH2:20]1)=[O:29]. As a reaction SMILES: [C:27](=[O:28])([O-:29])[O-:30].[CH3:19][n:20]1[n:21][cH:22][n:23][c:24]1[CH2:25][Cl:26].[Cs+:31].[Cs+:32].[F:1][c:2]1[c:3](-[n:8]2[n:9][n:10][c:11]3[c:12]2[n:13][c:14]([OH:18])[c:15]([Br:17])[cH:16]3)[cH:4][cH:5][cH:6][cH:7]1.[O:34]=[CH:35][N:36]([CH3:37])[CH3:38].[OH2:33]>>[F:1][c:2]1[c:3](-[n:8]2[n:9][n:10][c:11]3[c:12]2[n:13][c:14]([O:18][CH2:25][c:24]2[n:20]([CH3:19])[n:21][cH:22][n:23]2)[c:15]([Br:17])[cH:16]3)[cH:4][cH:5][cH:6][cH:7]1. Reactants: O=C([O-])[O-], Cn1ncnc1CCl, [Cs+], [Cs+], Oc1nc2c(cc1Br)nnn2-c1ccccc1F, CN(C)C=O, O. Yields the product Cn1ncnc1COc1nc2c(cc1Br)nnn2-c1ccccc1F. Starting materials: [OH-].[Na+] (NaOH), BrC=1C(=CC(=[N+](C1)[O-])C)[N+](=O)[O-] (5-bromo-2-methyl-4-nitropyridine 1-oxide), C1(CC1)CO (cyclopropylmethanol). Reaction conditions: temperature 80 celsius, time 4 hour. The product is BrC=1C(=CC(=[N+](C1)[O-])C)OCC1CC1 (5-Bromo-4-(cyclopropylmethoxy)-2-methylpyridine 1-oxide). Yield: 80.6%. Reaction SMILES: [OH-].[Na+].[Br:3][C:4]1[C:5]([N+]([O-])=O)=[CH:6][C:7]([CH3:11])=[N+:8]([O-:10])[CH:9]=1.[CH:15]1([CH2:18][OH:19])[CH2:17][CH2:16]1>>[Br:3][C:4]1[C:5]([O:19][CH2:18][CH:15]2[CH2:17][CH2:16]2)=[CH:6][C:7]([CH3:11])=[N+:8]([O-:10])[CH:9]=1 |f:0.1|. Procedure details: Powdered NaOH (3 g, 75 mmol) was added to a suspension of 5-bromo-2-methyl-4-nitropyridine 1-oxide (11.7 g, 50 mmol; CAN 62516-08-9) in cyclopropylmethanol (89 g, 100 mL, 1.23 mol). The mixture was stirred for 4 h at 80° C. After evaporation to dryness ethyl acetate (400 mL) and water (400 mL) were added. The layers were separated and the aqueous phase was extracted four more times with ethyl acetate (250 mL). The combined extracts were washed with brine, dried over Na2SO4 and filtered. The filt... Reactants: C(C)(C)(C)OC(C=CC1=CN2CCC3=C(C(C2=N1)OC1CCN(CC1)C)C=CC=C3)=O (3-[4-(1-methyl piperidin-4-yloxy)-9,10-dihydro-4H-3,10a-diaza-benzo[f]azulen-2-yl]-acrylic acid tert-butyl ester), C(C(=O)O)(=O)O (oxalic acid). Solvent: CC(=O)C (acetone). The product is C(C(=O)O)(=O)O.C(C)(C)(C)OC(C=CC1=CN2CCC3=C(C(C2=N1)OC1CCN(CC1)C)C=CC=C3)=O (3-[4-(1-methylpiperidin-4-yloxy)-9,10-dihydro-4H-3,10a-diaza-benzo[f]azulen-2-yl]-acrylic acid tert-butyl ester oxalate). RXN SMILES: [C:1]([O:5][C:6](=[O:31])[CH:7]=[CH:8][C:9]1[N:18]=[C:17]2[N:11]([CH2:12][CH2:13][C:14]3[CH:30]=[CH:29][CH:28]=[CH:27][C:15]=3[CH:16]2[O:19][CH:20]2[CH2:25][CH2:24][N:23]([CH3:26])[CH2:22][CH2:21]2)[CH:10]=1)([CH3:4])([CH3:3])[CH3:2].[C:32]([OH:37])(=[O:36])[C:33]([OH:35])=[O:34]>CC(C)=O>[C:32]([OH:37])(=[O:36])[C:33]([OH:35])=[O:34].[C:1]([O:5][C:6](=[O:31])[CH:7]=[CH:8][C:9]1[N:18]=[C:17]2[N:11]([CH2:12][CH2:13][C:14]3[CH:30]=[CH:29][CH:28]=[CH:27][C:15]=3[CH:16]2[O:19][CH:20]2[CH2:21][CH2:22][N:23]([CH3:26])[CH2:24][CH2:25]2)[CH:10]=1)([CH3:4])([CH3:2])[CH3:3] |f:3.4|. Procedure: 3-[4-(1-methyl piperidin-4-yloxy)-9,10-dihydro-4H-3,10a-diaza-benzo[f]azulen-2-yl]-acrylic acid tert-butyl ester is dissolved in acetone (1.7 mL) and oxalic acid (1 equivalent) is added. Acetone is removed under reduced pressure to afford the compound as an oxalate. Starting materials: CCOc1ccc(NCc2ccc(N(C)C)cc2)cc1, CC(C)c1cccc(C(C)C)c1N=C=O. Yields the product CCOc1ccc(N(Cc2ccc(N(C)C)cc2)C(=O)Nc2c(C(C)C)cccc2C(C)C)cc1. Reaction SMILES: [CH3:1][N:2]([c:3]1[cH:4][cH:5][c:6]([CH2:9][NH:10][c:11]2[cH:12][cH:13][c:14]([O:17][CH2:18][CH3:19])[cH:15][cH:16]2)[cH:7][cH:8]1)[CH3:20].[CH:21]([CH3:22])([CH3:23])[c:24]1[c:25]([N:33]=[C:34]=[O:35])[c:26]([CH:30]([CH3:31])[CH3:32])[cH:27][cH:28][cH:29]1>>[CH3:1][N:2]([c:3]1[cH:4][cH:5][c:6]([CH2:9][N:10]([c:11]2[cH:12][cH:13][c:14]([O:17][CH2:18][CH3:19])[cH:15][cH:16]2)[C:34]([NH:33][c:25]2[c:24]([CH:21]([CH3:22])[CH3:23])[cH:29][cH:28][cH:27][c:26]2[CH:30]([CH3:31])[CH3:32])=[O:35])[cH:7][cH:8]1)[CH3:20].